This data is from the Open Reaction Database (ORD), a public repository of structured organic reaction records. The task is: describe an organic reaction: reactants, conditions, products, and yield Reactants: COC1=CC=C2CCC=C(C2=C1)C(=O)OC (7-methoxy-3,4-dihydronaphthalen-1-yl-carboxylic acid, methyl ester). Reagents/catalysts: [Pd] (Pd/C). Product: COC1=CC=C2CCCC(C2=C1)C(=O)OC (7-Methoxytetralin-1-yl-carboxylic Acid, Methyl Ester). RXN SMILES: [CH3:1][O:2][C:3]1[CH:12]=[C:11]2[C:6]([CH2:7][CH2:8][CH:9]=[C:10]2[C:13]([O:15][CH3:16])=[O:14])=[CH:5][CH:4]=1>[Pd]>[CH3:1][O:2][C:3]1[CH:12]=[C:11]2[C:6]([CH2:7][CH2:8][CH2:9][CH:10]2[C:13]([O:15][CH3:16])=[O:14])=[CH:5][CH:4]=1. Procedure details: The sub-title compound was prepared according to the method described in Example 1(iv) above from 7-methoxy-3,4-dihydronaphthalen-1-yl-carboxylic acid, methyl ester (3.3 g; 15 mmol; see Example 9(i) above) and Pd/C (10%; 0.5 g). The resultant mixture was filtered through Hyflo and concentrated. The crude product was purified using flash chromatography (Si-gel; heptane:EtOAc; 4:1). Yield 2.4 g (72%).